Dataset: the Open Reaction Database (ORD), a public repository of structured organic reaction records. Task: describe an organic reaction: reactants, conditions, products, and yield Starting materials: C(C)(C)N (Isopropylamine), NC1=CC=C(C=C1)C(=O)N1CCN(CC1)CC1=CC=C(C=C1)C(C(F)(F)F)(C(F)(F)F)O ((4-Aminophenyl)(4-(4-(1,1,1,3,3,3-hexafluoro-2-hydroxypropan-2-yl)benzyl)-piperazin-1-yl)methanone), C(C)(C)N(CC)C(C)C (diisopropylethylamine), ClC(Cl)(OC(OC(Cl)(Cl)Cl)=O)Cl (Triphosgene). Run in ClCCl (dichloromethane). Run at time 30 minute. The product is FC(C(C(F)(F)F)(O)C1=CC=C(CN2CCN(CC2)C(=O)C2=CC=C(C=C2)NC(=O)NC(C)C)C=C1)(F)F (1-(4-(4-(4-(1,1,1,3,3,3-Hexafluoro-2-hydroxypropan-2-yl)benzyl)piperazine-1-carbonyl)phenyl)-3-isopropylurea). The yield is 22.9%. As a reaction SMILES: [NH2:1][C:2]1[CH:7]=[CH:6][C:5]([C:8]([N:10]2[CH2:15][CH2:14][N:13]([CH2:16][C:17]3[CH:22]=[CH:21][C:20]([C:23]([OH:32])([C:28]([F:31])([F:30])[F:29])[C:24]([F:27])([F:26])[F:25])=[CH:19][CH:18]=3)[CH2:12][CH2:11]2)=[O:9])=[CH:4][CH:3]=1.[CH:33]([N:36]([CH:39](C)C)CC)([CH3:35])[CH3:34].ClC(Cl)([O:45]C(=O)OC(Cl)(Cl)Cl)Cl.C(N)(C)C>ClCCl>[F:29][C:28]([F:31])([F:30])[C:23]([C:20]1[CH:19]=[CH:18][C:17]([CH2:16][N:13]2[CH2:14][CH2:15][N:10]([C:8]([C:5]3[CH:4]=[CH:3][C:2]([NH:1][C:39]([NH:36][CH:33]([CH3:35])[CH3:34])=[O:45])=[CH:7][CH:6]=3)=[O:9])[CH2:11][CH2:12]2)=[CH:22][CH:21]=1)([OH:32])[C:24]([F:25])([F:26])[F:27]. Procedure: (4-Aminophenyl)(4-(4-(1,1,1,3,3,3-hexafluoro-2-hydroxypropan-2-yl)benzyl)-piperazin-1-yl)methanone (0.217 mmol, 0.1 g) and diisopropylethylamine (0.737 mmol, 0.122 mL, 0.095 g) were stirred in dichloromethane at room temperature. Triphosgene (0.080 mmol, 0.024 g) was added and the reaction mixture stirred for 30 minutes. Isopropylamine (0.433 mmol, 0.037 mL, 0.026 g) was added and the reaction stirred for a further 30 minutes. The reaction mixture was concentrated under vacuum and purified by re... Starting materials: CC1=NC2=CC3=C(C=C2C(N1)=O)C(CC3)N(CC#C)C3=CC=C(C(=O)O)C=C3 (p-[N-((6RS)-2-methyl-4-oxo-3,4,7,8-tetrahydro-6H-cyclopenta[g]quinazolin-6-yl)-N-(prop-2-ynyl)amino]benzoic acid), N[C@H](C(=O)OCC)CCCCC(=O)OCC (diethyl (2S)-2-aminopimelate), resultant product. Yields the product CC1=NC2=CC3=C(C=C2C(N1)=O)C(CC3)N(CC#C)C3=CC=C(C(=O)N[C@H](C(=O)O)CCCCC(=O)O)C=C3 ((2S)-2-{p-[N-((6RS)-2-methyl-4-oxo-3,4,7,8-tetrahydro-6H-cyclopenta[g]quinazolin-6-yl)-N-(prop-2-ynyl)amino]benzamido)pimelic acid). Isolated yield 25.0%. Reaction SMILES: [CH3:1][C:2]1[NH:11][C:10](=[O:12])[C:9]2[C:4](=[CH:5][C:6]3[CH2:15][CH2:14][CH:13]([N:16]([C:20]4[CH:28]=[CH:27][C:23]([C:24](O)=[O:25])=[CH:22][CH:21]=4)[CH2:17][C:18]#[CH:19])[C:7]=3[CH:8]=2)[N:3]=1.[NH2:29][C@@H:30]([CH2:36][CH2:37][CH2:38][CH2:39][C:40]([O:42]CC)=[O:41])[C:31]([O:33]CC)=[O:32]>>[CH3:1][C:2]1[NH:11][C:10](=[O:12])[C:9]2[C:4](=[CH:5][C:6]3[CH2:15][CH2:14][CH:13]([N:16]([C:20]4[CH:21]=[CH:22][C:23]([C:24]([NH:29][C@@H:30]([CH2:36][CH2:37][CH2:38][CH2:39][C:40]([OH:42])=[O:41])[C:31]([OH:33])=[O:32])=[O:25])=[CH:27][CH:28]=4)[CH2:17][C:18]#[CH:19])[C:7]=3[CH:8]=2)[N:3]=1. Reported procedure: Using an analogous procedure to that described in Example 3, p-[N-((6RS)-2-methyl-4-oxo-3,4,7,8-tetrahydro-6H-cyclopenta[g]quinazolin-6-yl)-N-(prop-2-ynyl)amino]benzoic acid was coupled to diethyl (2S)-2-aminopimelate (J. Med. Chem., 1983, 26, 1719) and the resultant product was hydrolysed to give (2S)-2-{p-[N-((6RS)-2-methyl-4-oxo-3,4,7,8-tetrahydro-6H-cyclopenta[g]quinazolin-6-yl)-N-(prop-2-ynyl)amino]benzamido)pimelic acid in 25% yield, m.p. 165° C.; Reactants: Cc1nocc1C(=O)O, CC(C)CC(=O)[O-], Cl, Nc1ccc(-c2ccccc2OC(F)(F)F)c(N)n1, O=C(O)CC(O)(CC(=O)O)C(=O)O, O=S(Cl)Cl, Cc1cccc(C)n1, Cc1cccc(C)n1. Yields the product Cc1nocc1C(=O)Nc1ccc(-c2ccccc2OC(F)(F)F)c(N)n1. Reaction SMILES: [CH3:1][c:2]1[n:3][o:4][cH:5][c:6]1[C:7](=[O:8])[OH:9].[CH:63]([CH2:64][C:65]([O-:66])=[O:67])([CH3:68])[CH3:69].[ClH:41].[F:14][C:15]([O:16][c:17]1[c:18](-[c:23]2[c:24]([NH2:30])[n:25][c:26]([NH2:29])[cH:27][cH:28]2)[cH:19][cH:20][cH:21][cH:22]1)([F:31])[F:32].[OH:50][C:51]([CH2:52][C:53]([C:54](=[O:55])[OH:56])([CH2:57][C:58](=[O:59])[OH:60])[OH:61])=[O:62].[S:10]([Cl:11])([Cl:12])=[O:13].[n:33]1[c:34]([CH3:35])[cH:36][cH:37][cH:38][c:39]1[CH3:40].[n:42]1[c:43]([CH3:44])[cH:45][cH:46][cH:47][c:48]1[CH3:49]>>[CH3:1][c:2]1[n:3][o:4][cH:5][c:6]1[C:7](=[O:9])[NH:29][c:26]1[n:25][c:24]([NH2:30])[c:23](-[c:18]2[c:17]([O:16][C:15]([F:14])([F:31])[F:32])[cH:22][cH:21][cH:20][cH:19]2)[cH:28][cH:27]1. Starting materials: P(Cl)(Cl)(Cl)(Cl)Cl (PCl5), CCN(C(C)C)C(C)C (DIPEA), CC1=C(C=CC=C1)P(C2=C(C=CC=C2)C)C3=C(C=CC=C3)C (P(o-Tol)3), BrC1=CC=2OC(/C(/NC2N=C1)=N\C)(C)C ((E)-N-(7-bromo-2,2-dimethyl-2H-pyrido[3,2-b][1,4]oxazin-3(4H)-ylidene)methanamine), ClC(C)Cl (dichloroethane), BrC1=CC=2OC(C(NC2N=C1)=O)(C)C (7-bromo-2,2-dimethyl-2H-pyrido[3,2-b][1,4]oxazin-3(4H)-one), P(Cl)(Cl)(Cl)(Cl)Cl (phosphorus pentachloride), CN (methylamine), NC (NH2Me), CN(C(C=C)=O)CC=1OC2=C(C1C)C=CC=C2 (N-methyl-N-((3-methylbenzofuran-2-yl)methyl)acrylamide), Cl (HCl). The reagents and catalysts are CC(=O)[O-].CC(=O)[O-].[Pd+2] (Pd(OAc)2). Solvent: C(Cl)Cl (CH2Cl2), CN(C)C=O (DMF). Run at temperature -78 celsius. Product: Cl.CC1(\C(\NC2=C(O1)C=C(C=N2)/C=C/C(=O)N(CC=2OC1=C(C2C)C=CC=C1)C)=N/C)C ((E)-3-((E)-2,2-dimethyl-3-(methylimino)-3,4-dihydro-2H-pyrido[3,2-b][1,4]oxazin-7-yl)-N-methyl-N-((3-methylbenzofuran-2-yl)methyl)acrylamide hydrochloride). The yield is 89.0%. RXN SMILES: P(Cl)(Cl)(Cl)(Cl)[Cl:2].NC.[CH3:9][N:10]([CH2:15][C:16]1[O:17][C:18]2[CH:25]=[CH:24][CH:23]=[CH:22][C:19]=2[C:20]=1[CH3:21])[C:11](=[O:14])[CH:12]=[CH2:13].CCN(C(C)C)C(C)C.CC1C=CC=CC=1P(C1C=CC=CC=1C)C1C=CC=CC=1C.Cl.Br[C:59]1[CH:68]=[N:67][C:66]2[NH:65]/[C:64](=[N:69]/[CH3:70])/[C:63]([CH3:72])([CH3:71])[O:62][C:61]=2[CH:60]=1.ClC(Cl)C.BrC1C=NC2NC(=O)C(C)(C)OC=2C=1>C(Cl)Cl.CC([O-])=O.CC([O-])=O.[Pd+2].CN(C=O)C>[ClH:2].[CH3:71][C:63]1([CH3:72])[O:62][C:61]2[CH:60]=[C:59](/[CH:13]=[CH:12]/[C:11]([N:10]([CH3:9])[CH2:15][C:16]3[O:17][C:18]4[CH:25]=[CH:24][CH:23]=[CH:22][C:19]=4[C:20]=3[CH3:21])=[O:14])[CH:68]=[N:67][C:66]=2[NH:65]/[C:64]/1=[N:69]/[CH3:70] |f:10.11.12,14.15|. Procedure details: Reagents and conditions: a) PCl5, μwave then NH2Me, b) N-methyl-N-((3-methylbenzofuran-2-yl)methyl)acrylamide, DIPEA, Pd(OAc)2, P(o-Tol)3, DMF, then HCl. a) (E)-N-(7-bromo-2,2-dimethyl-2H-pyrido[3,2-b][1,4]oxazin-3(4H)-ylidene)methanamine: A dichloroethane (5 mL) solution of 7-bromo-2,2-dimethyl-2H-pyrido[3,2-b][1,4]oxazin-3(4H)-one (520 mg, 2 mmol) and phosphorus pentachloride (840 mg, 4 mmol) was irradiated in a microwave oven for 10 min at. 160° C. The solution was cooled to −78° C. and methy... Starting materials: C1CCOC1, CCOC(C)=O, COC(=O)c1cc(C)ccc1Sc1csc2ccccc12, [Li+], [OH-], O, O. Product: Cc1ccc(Sc2csc3ccccc23)c(C(=O)O)c1. Reaction SMILES: [CH2:24]1[O:25][CH2:26][CH2:27][CH2:28]1.[CH3:31][CH2:32][O:33][C:34](=[O:35])[CH3:36].[CH3:3][O:4][C:5]([c:6]1[c:7]([S:13][c:14]2[c:15]3[c:16]([s:17][cH:18]2)[cH:19][cH:20][cH:21][cH:22]3)[cH:8][cH:9][c:10]([CH3:12])[cH:11]1)=[O:23].[Li+:2].[OH-:1].[OH2:29].[OH2:30]>>[O:4]=[C:5]([c:6]1[c:7]([S:13][c:14]2[c:15]3[c:16]([s:17][cH:18]2)[cH:19][cH:20][cH:21][cH:22]3)[cH:8][cH:9][c:10]([CH3:12])[cH:11]1)[OH:23]. Reactants: COC(=O)Oc1cc([N+](=O)[O-])c(F)cc1C, CCO, O=[Pt]=O. Yields the product COC(=O)Oc1cc(N)c(F)cc1C. As a reaction SMILES: [C:1]([O:2][c:3]1[c:4]([CH3:13])[cH:5][c:6]([F:12])[c:7]([N+:9]([O-:10])=[O:11])[cH:8]1)([O:14][CH3:15])=[O:16].[CH3:17][CH2:18][OH:19].[Pt:20](=[O:21])=[O:22]>>[C:1]([O:2][c:3]1[c:4]([CH3:13])[cH:5][c:6]([F:12])[c:7]([NH2:9])[cH:8]1)([O:14][CH3:15])=[O:16]. The reactants are ( 5 ), CC1=CC=C(C=C1)S(=O)(=O)OCC1COC2=C(O1)C=C(C=C2)S(=O)(=O)C ([7-(methylsulfonyl)-2,3-dihydro-1,4-benzodioxin-2-yl]methyl 4-methylbenzenesulfonate), ( 4 ), CC(C)N (propan-2-amine), ( 34 ), ( 7 ). The solvent is C(C)#N (ACN). Yields the product CS(=O)(=O)C=1C=CC2=C(OC(CO2)CNC(C)C)C1 (N-{[7-(METHYLSULFONYL)-2,3-DIHYDRO-1,4-BENZODIOXIN-2-YL]METHYL}PROPAN-2-AMINE). As a reaction SMILES: CC1C=CC(S(O[CH2:12][CH:13]2[O:18][C:17]3[CH:19]=[C:20]([S:23]([CH3:26])(=[O:25])=[O:24])[CH:21]=[CH:22][C:16]=3[O:15][CH2:14]2)(=O)=O)=CC=1.[CH3:27][CH:28]([NH2:30])[CH3:29]>C(#N)C>[CH3:26][S:23]([C:20]1[CH:21]=[CH:22][C:16]2[O:15][CH2:14][CH:13]([CH2:12][NH:30][CH:28]([CH3:29])[CH3:27])[O:18][C:17]=2[CH:19]=1)(=[O:24])=[O:25]. Procedure: Preparation according to Example 25 using [7-(methylsulfonyl)-2,3-dihydro-1,4-benzodioxin-2-yl]methyl 4-methylbenzenesulfonate (0.018 g, 0.046 mmol), propan-2-amine (0.5 ml), ACN (3 ml). MS m/z (rel. intensity, 70 eV) 211 (34), 139 (4), 98 (5), 70 (7), 58 (bp).